Dataset: the Open Reaction Database (ORD), a public repository of structured organic reaction records. Task: describe an organic reaction: reactants, conditions, products, and yield Starting materials: [H-].[Na+] (sodium hydride), CC1=C(C(=C(C=C1C)C)C)O (2,3,5,6-tetramethylphenol), CI (methyl iodide), [H-].[Na+] (sodium hydride), CO (MeOH). Yields the product CC1=C(C(=C(C=C1C)C)C)OC (2,3,5,6-tetramethylanisole). The solvent is CCOCC (ether), O (water), CS(=O)C (DMSO). RXN SMILES: [CH3:1][C:2]1[C:7]([CH3:8])=[CH:6][C:5]([CH3:9])=[C:4]([CH3:10])[C:3]=1[OH:11].[CH3:12]I.[H-].[Na+].CO>CS(C)=O.CCOCC.O>[CH3:1][C:2]1[C:7]([CH3:8])=[CH:6][C:5]([CH3:9])=[C:4]([CH3:10])[C:3]=1[O:11][CH3:12] |f:2.3|. Procedure details: In 150 ml of DMSO were dissolved 15.0 g of 2,3,5,6-tetramethylphenol and 28 ml of methyl iodide. Under ice-cooling 6.3 g of 60% sodium hydride in oil was added, and the mixture was stirred at room temperature for 1 hour. The excess sodium hydride was decomposed with MeOH and after addition of water extraction with ether was carried out. The extract was dried over sodium sulfate. Removal of the solvent by distillation leaves crystals which were recrystallized from MeOH. Run at time 1 hour. Starting materials: CC(=O)Oc1cc2oc(=O)cc(C)c2cc1Br, Cc1cccc(C)c1, O=[Se]. Yields the product CC(=O)Oc1cc2oc(=O)cc(C=O)c2cc1Br. As a reaction SMILES: [Br:1][c:2]1[cH:3][c:4]2[c:5]([CH3:17])[cH:6][c:7](=[O:16])[o:8][c:9]2[cH:10][c:11]1[O:12][C:13]([CH3:14])=[O:15].[CH3:20][c:21]1[cH:22][c:23]([CH3:24])[cH:25][cH:26][cH:27]1.[Se:18]=[O:19]>>[Br:1][c:2]1[cH:3][c:4]2[c:5]([CH:17]=[O:19])[cH:6][c:7](=[O:16])[o:8][c:9]2[cH:10][c:11]1[O:12][C:13]([CH3:14])=[O:15]. The reactants are O=C([O-])[O-], CCCCO, Cc1ccccc1, OB(O)c1ccc(Cl)cc1, [Cs+], [Cs+], O=C(O)c1ccc(I)cc1, O. Product: O=C(O)c1ccc(-c2ccc(Cl)cc2)cc1. RXN SMILES: [C:21](=[O:22])([O-:23])[O-:24].[CH2:34]([OH:35])[CH2:36][CH2:37][CH3:38].[CH3:27][c:28]1[cH:29][cH:30][cH:31][cH:32][cH:33]1.[Cl:1][c:2]1[cH:3][cH:4][c:5]([B:8]([OH:9])[OH:10])[cH:6][cH:7]1.[Cs+:25].[Cs+:26].[I:11][c:12]1[cH:13][cH:14][c:15]([C:16](=[O:17])[OH:18])[cH:19][cH:20]1.[OH2:39]>>[Cl:1][c:2]1[cH:3][cH:4][c:5](-[c:12]2[cH:13][cH:14][c:15]([C:16](=[O:17])[OH:18])[cH:19][cH:20]2)[cH:6][cH:7]1. Reactants: B(Br)(Br)Br (boron tribromide), Cl (hydrochloric acid), C(C)[C@H]([C@H](CN(C)C)C)C1=CC(=CC=C1)OC ((βR,γR)-γ-ethyl-N,N,β-trimethyl-3-methoxybenzenepropanamine), CO (CH3OH), CO (methanol). The solvent is ClCCl (dichloromethane), ClCCl (dichloromethane). Product: Cl.CN(C[C@@H]([C@@H](CC)C=1C=C(C=CC1)O)C)C (3-((1R,2R)-3-(dimethylamino)-1-ethyl-2-methylpropyl)-phenol hydrochloride). Isolated yield 90.0%. Reaction SMILES: [CH2:1]([C@@H:3]([C:10]1[CH:15]=[CH:14][CH:13]=[C:12]([O:16]C)[CH:11]=1)[C@@H:4]([CH3:9])[CH2:5][N:6]([CH3:8])[CH3:7])[CH3:2].B(Br)(Br)Br.CO.[ClH:24]>ClCCl>[ClH:24].[CH3:8][N:6]([CH3:7])[CH2:5][C@H:4]([CH3:9])[C@H:3]([C:10]1[CH:11]=[C:12]([OH:16])[CH:13]=[CH:14][CH:15]=1)[CH2:1][CH3:2] |f:5.6|. Reported procedure: The product of Example 16 (1.9 g, 8 mmol) was dissolved in dichloromethane, the mixture was cooled in an ice-water bath, and a solution of boron tribromide (1.9 ml, 20 mmol) in dichloromethane was slowly added dropwise, then it was gradually raised to room temperature to make it react for 15 hrs. After it was cooled in an ice-water bath, methanol was slowly added dropwise to quench the reaction, and the organic phase was washed with water and saturated brine, dried over anhydrous sodium sulfate,... Reactants: C(C)[Mg]Br (ethyl magnesium bromid), C1CCOC1 (THF), COC1=C(C=CC=C1)C(C1(OC1)C(F)(F)F)C1=CC=CC=2C(=CC=CC12)N ({[2-methoxyphenyl][2-(trifluoromethyl)oxiranyl]methyl}naphthalene-5-amine), C1CCOC1 (THF), [Cl-].[NH4+] (ammonium chloride). The reagents and catalysts are [Cu]I (copper(I)iodide). The solvent is C(C)OCC (diethyl ether). Conditions: temperature -10 celsius, time 30 minute. The product is COC1=C(C=CC=C1)C(C1(OC1)C(F)(F)F)C1=C(C2=CC=CC=C2C=C1)N ({[2-Methoxyphenyl][2-(trifluoromethyl)oxiranyl]methyl}naphthalene-1-amine). RXN SMILES: [CH2:1]([Mg]Br)[CH3:2].[CH3:5][O:6][C:7]1[CH:12]=[CH:11][CH:10]=[CH:9][C:8]=1[CH:13](C1C2C=CC=C(N)C=2C=CC=1)[C:14]1([C:17]([F:20])([F:19])[F:18])[CH2:16][O:15]1.[Cl-].[NH4+:33].[CH2:34]1[CH2:38]O[CH2:36][CH2:35]1>C(OCC)C.[Cu]I>[CH3:5][O:6][C:7]1[CH:12]=[CH:11][CH:10]=[CH:9][C:8]=1[CH:13]([C:2]1[CH:1]=[CH:9][C:8]2[C:35](=[CH:34][CH:38]=[CH:12][CH:7]=2)[C:36]=1[NH2:33])[C:14]1([C:17]([F:18])([F:19])[F:20])[CH2:16][O:15]1 |f:2.3|. Procedure details: To 30 mg (0.16 mmol) copper(I)iodide in 2 ml THF at −30° C. are added 0.71 ml of a 3M ethyl magnesium bromid in diethyl ether. After 30 minutes at −30° C. 200 mg (0.54 mmol) {[2-methoxyphenyl][2-(trifluoromethyl)oxiranyl]methyl}naphthalene-5-amine in 0.5 ml THF are added. The reaction mixture is stirred for 2 hours while warmed to −10° C. and then poured into a saturated ammonium chloride solution. Phases are separated and the aqueous layer is extracted twice with ethyl acetate. The combined org...